From a dataset of the Open Reaction Database (ORD), a public repository of structured organic reaction records. describe an organic reaction: reactants, conditions, products, and yield The reactants are CCCCCC1CCC(CCCCc2ccc(O)cc2)CC1, CN(C)c1ccncc1, C(=NC1CCCCC1)=NC1CCCCC1, ClCCl, CCCCCCCOc1ccc(C(=O)O)c(F)c1F. Yields the product CCCCCCCOc1ccc(C(=O)Oc2ccc(CCCCC3CCC(CCCCC)CC3)cc2)c(F)c1F. Reaction SMILES: [CH2:20]([CH2:21][CH2:22][CH2:23][CH3:24])[CH:25]1[CH2:26][CH2:27][CH:28]([CH2:31][CH2:32][CH2:33][CH2:34][c:35]2[cH:36][cH:37][c:38]([OH:41])[cH:39][cH:40]2)[CH2:29][CH2:30]1.[CH3:57][N:58]([CH3:59])[c:60]1[cH:61][cH:62][n:63][cH:64][cH:65]1.[CH:42]1([N:43]=[C:44]=[N:45][CH:46]2[CH2:47][CH2:48][CH2:49][CH2:50][CH2:51]2)[CH2:52][CH2:53][CH2:54][CH2:55][CH2:56]1.[Cl:66][CH2:67][Cl:68].[F:1][c:2]1[c:3]([C:4](=[O:5])[OH:6])[cH:7][cH:8][c:9]([O:12][CH2:13][CH2:14][CH2:15][CH2:16][CH2:17][CH2:18][CH3:19])[c:10]1[F:11]>>[F:1][c:2]1[c:3]([C:4]([O:5][c:38]2[cH:37][cH:36][c:35]([CH2:34][CH2:33][CH2:32][CH2:31][CH:28]3[CH2:27][CH2:26][CH:25]([CH2:20][CH2:21][CH2:22][CH2:23][CH3:24])[CH2:30][CH2:29]3)[cH:40][cH:39]2)=[O:6])[cH:7][cH:8][c:9]([O:12][CH2:13][CH2:14][CH2:15][CH2:16][CH2:17][CH2:18][CH3:19])[c:10]1[F:11]. Reactants: C(C)(C)(C)OC(=O)N1C(C2(C(NC(CC2C2=CC(=CC=C2)Cl)=O)C2(CC2)CC)C2=CC=C(C=C12)C1CC1)=O (Racemic (2′R,3R,4′S)-6-cyclopropyl-4′-(3-chlorophenyl)-2′-(1-ethyl-cyclopropyl)-2,3-dihydro-2,6′-dioxospiro[indole-3,3′-piperidine]-1-carboxylic acid tert-butyl ester). Solvent: Cl (HCl). Run at time 10 minute. The product is C1(CC1)C1=CC=C2C(=C1)NC(C21C(NC(CC1C1=CC(=CC=C1)Cl)=O)C1(CC1)CC)=O (racemic (2′R,3R,4′S)-6-cyclopropyl-4′-(3-chlorophenyl)-2′-(1-ethyl-cyclopropyl)-spiro[3H-indole-3,3′-piperidine]-2,6′(1H)-dione). Reaction SMILES: C(OC([N:8]1[C:34]2[C:29](=[CH:30][CH:31]=[C:32]([CH:35]3[CH2:37][CH2:36]3)[CH:33]=2)[C:10]2([CH:15]([C:16]3[CH:21]=[CH:20][CH:19]=[C:18]([Cl:22])[CH:17]=3)[CH2:14][C:13](=[O:23])[NH:12][CH:11]2[C:24]2([CH2:27][CH3:28])[CH2:26][CH2:25]2)[C:9]1=[O:38])=O)(C)(C)C>Cl>[CH:35]1([C:32]2[CH:33]=[C:34]3[NH:8][C:9](=[O:38])[C:10]4([CH:15]([C:16]5[CH:21]=[CH:20][CH:19]=[C:18]([Cl:22])[CH:17]=5)[CH2:14][C:13](=[O:23])[NH:12][CH:11]4[C:24]4([CH2:27][CH3:28])[CH2:25][CH2:26]4)[C:29]3=[CH:30][CH:31]=2)[CH2:36][CH2:37]1. Reported procedure: Racemic (2′R,3R,4′S)-6-cyclopropyl-4′-(3-chlorophenyl)-2′-(1-ethyl-cyclopropyl)-2,3-dihydro-2,6′-dioxospiro[indole-3,3′-piperidine]-1-carboxylic acid tert-butyl ester (10 mg, 0.019 mmol) was dissolved in a methanolic solution of HCl (6 M, 10 mL). After 10 min, the solution was concentrated to obtain racemic (2′R,3R,4′S)-6-cyclopropyl-4′-(3-chlorophenyl)-2′-(1-ethyl-cyclopropyl)-spiro[3H-indole-3,3′-piperidine]-2,6′(1H)-dione as a white solid. (Yield, 5.9 mg, 72%) The reactants are C(CC(O)(C(=O)[O-])CC(=O)[O-])(=O)OCCCCCCCCCCCCCCCCCC (stearyl monocitrate), C(C)(=O)[O-].[Ca+2].C(C)(=O)[O-] (calcium acetate). The solvent is CC(=O)C (acetone), O (water). Yields the product C(CC(O)(C(=O)[O-])CC(=O)[O-])(=O)OCCCCCCCCCCCCCCCCCC.[Ca+2] (Calcium stearyl monocitrate). RXN SMILES: [C:1]([O:13][CH2:14][CH2:15][CH2:16][CH2:17][CH2:18][CH2:19][CH2:20][CH2:21][CH2:22][CH2:23][CH2:24][CH2:25][CH2:26][CH2:27][CH2:28][CH2:29][CH2:30][CH3:31])(=[O:12])[CH2:2][C:3]([CH2:8][C:9]([O-:11])=[O:10])([C:5]([O-:7])=[O:6])[OH:4].C([O-])(=O)C.[Ca+2:36].C([O-])(=O)C>CC(C)=O.O>[C:1]([O:13][CH2:14][CH2:15][CH2:16][CH2:17][CH2:18][CH2:19][CH2:20][CH2:21][CH2:22][CH2:23][CH2:24][CH2:25][CH2:26][CH2:27][CH2:28][CH2:29][CH2:30][CH3:31])(=[O:12])[CH2:2][C:3]([CH2:8][C:9]([O-:11])=[O:10])([C:5]([O-:7])=[O:6])[OH:4].[Ca+2:36] |f:1.2.3,6.7|. Reported procedure: 290.8 g (0.5 mol) stearyl monocitrate (obtained as described in 1) were dissolved in 650 ml acetone and 88 g (0.5 mol) calcium acetate were dissolved in 650 ml water. The two solutions were combined and treated as described in 1). 278.3 g (88.6% of the theoretical) of the calcium soap were obtained in the form of a colorless powder. Elemental analysis: The reactants are CCOC(=O)CC(=O)c1ccc(OC(C)=O)cc1, CCO, [H][H]. Product: CCOC(=O)CC(O)c1ccc(OC(C)=O)cc1. RXN SMILES: [C:1]([CH3:2])(=[O:3])[O:4][c:5]1[cH:6][cH:7][c:8]([C:9](=[O:10])[CH2:11][C:12](=[O:13])[O:14][CH2:15][CH3:16])[cH:17][cH:18]1.[CH3:21][CH2:22][OH:23].[H:19][H:20]>>[C:1]([CH3:2])(=[O:3])[O:4][c:5]1[cH:6][cH:7][c:8]([CH:9]([OH:10])[CH2:11][C:12](=[O:13])[O:14][CH2:15][CH3:16])[cH:17][cH:18]1. Starting materials: CCOC(C)=O, CS(=O)(=O)Cl, CCCCCC, COc1ccc(-c2cc(=O)[nH]nc2-c2ccc(OC)cc2)cc1, c1ccncc1. Product: COc1ccc(-c2cc(OS(C)(=O)=O)nnc2-c2ccc(OC)cc2)cc1. As a reaction SMILES: [C:35]([O:36][CH2:37][CH3:38])(=[O:39])[CH3:40].[CH3:1][S:2]([Cl:3])(=[O:4])=[O:5].[CH3:29][CH2:30][CH2:31][CH2:32][CH2:33][CH3:34].[CH3:6][O:7][c:8]1[cH:9][cH:10][c:11](-[c:14]2[cH:15][c:16](=[O:28])[nH:17][n:18][c:19]2-[c:20]2[cH:21][cH:22][c:23]([O:26][CH3:27])[cH:24][cH:25]2)[cH:12][cH:13]1.[cH:41]1[cH:42][cH:43][n:44][cH:45][cH:46]1>>[CH3:1][S:2](=[O:4])(=[O:5])[O:28][c:16]1[cH:15][c:14](-[c:11]2[cH:10][cH:9][c:8]([O:7][CH3:6])[cH:13][cH:12]2)[c:19](-[c:20]2[cH:21][cH:22][c:23]([O:26][CH3:27])[cH:24][cH:25]2)[n:18][n:17]1. Reactants: C(C)(C)OC(=O)C=1NC(=C(N1)Cl)Cl (4,5-dichloro-imidazole-2-carboxylic acid isopropyl ester), C=O (paraformaldehyde), C(C)(=O)OC(C)=O (acetic anhydride). Reagents/catalysts: C1(=CC=C(C=C1)S(=O)(=O)O)C (p-toluenesulphonic acid). Run in C(C)#N (acetonitrile). The product is C(C)(C)OC(=O)C=1N(C(=C(N1)Cl)Cl)COC(C)=O (1-acetoxymethyl-4,5-dichloro-imidazole-2-carboxylic acid isopropyl ester). Yield: 64.4%. RXN SMILES: [CH:1]([O:4][C:5]([C:7]1[NH:8][C:9]([Cl:13])=[C:10]([Cl:12])[N:11]=1)=[O:6])([CH3:3])[CH3:2].C=O.[C:16]([O:19][C:20](=O)C)(=[O:18])[CH3:17]>C(#N)C.C1(C)C=CC(S(O)(=O)=O)=CC=1>[CH:1]([O:4][C:5]([C:7]1[N:8]([CH2:20][O:19][C:16](=[O:18])[CH3:17])[C:9]([Cl:13])=[C:10]([Cl:12])[N:11]=1)=[O:6])([CH3:3])[CH3:2]. Procedure details: 44.6 g (0.2 mol) of 4,5-dichloro-imidazole-2-carboxylic acid isopropyl ester were stirred in 200 ml of acetonitrile together with 12 g (0.4 mol) of paraformaldehyde, 40.7 g (0.4 mol) of acetic anhydride and 0.5 g of p-toluenesulphonic acid for 20 hours at 85° C. After distilling off the solvent and stirring the residue in isopropanol, 38 g (64% of theory) of 1-acetoxymethyl-4,5-dichloro-imidazole-2-carboxylic acid isopropyl ester with a melting point of 81°-82° C. were obtained.